Dataset: the Open Reaction Database (ORD), a public repository of structured organic reaction records. Task: describe an organic reaction: reactants, conditions, products, and yield The reactants are C(C)(C)(C)OC(=O)N1CCC2=C(N(N=C2CC1)C1CCCCC1)OS(=O)(=O)C(F)(F)F (2-cyclohexyl-3-trifluoromethanesulfonyloxy-4,5,7,8-tetrahydro-2H-1,2,6-triaza-azulene-6-carboxylic acid tert-butyl ester), FC(C1=CC=C(C=C1)B(O)O)(F)F (4-trifluoromethylphenylboronic acid). Product: C1(CCCCC1)N1N=C2CCNCCC2=C1C1=CC=C(C=C1)C(F)(F)F (2-Cyclohexyl-3-(4-trifluoromethyl-phenyl)-2,4,5,6,7,8-hexahydro-1,2,6-triaza-azulene). Isolated yield 67.3%. Reaction SMILES: C(OC([N:8]1[CH2:17][CH2:16][C:15]2[C:11](=[C:12](OS(C(F)(F)F)(=O)=O)[N:13]([CH:18]3[CH2:23][CH2:22][CH2:21][CH2:20][CH2:19]3)[N:14]=2)[CH2:10][CH2:9]1)=O)(C)(C)C.[F:32][C:33]([F:44])([F:43])[C:34]1[CH:39]=[CH:38][C:37](B(O)O)=[CH:36][CH:35]=1>>[CH:18]1([N:13]2[C:12]([C:37]3[CH:38]=[CH:39][C:34]([C:33]([F:44])([F:43])[F:32])=[CH:35][CH:36]=3)=[C:11]3[C:15]([CH2:16][CH2:17][NH:8][CH2:9][CH2:10]3)=[N:14]2)[CH2:19][CH2:20][CH2:21][CH2:22][CH2:23]1. Procedure: The title compound (68 mg) was prepared as in Example 177, Steps C and D, using 130 mg of 2-cyclohexyl-3-trifluoromethanesulfonyloxy-4,5,7,8-tetrahydro-2H-1,2,6-triaza-azulene-6-carboxylic acid tert-butyl ester (Example 177, Step B) and 132 mg of 4-trifluoromethylphenylboronic acid. MS (ESI): exact mass calculated for C20H24F3N3, 363.19. found, m/z 364.2 [M+H]+. 1H NMR (500 MHz, CDCl3): 7.90-7.84 (m, 2H), 7.57-7.50 (m, 2H), 4.64 (br s, 2H), 3.94-3.85 (m, 1H), 3.33-3.05 (m, 4H), 2.93-2.72 (m, 2H)... Procedure: To a solution of [9-chloro-1-(2,4-dichlorophenyl)-1,2,3,4-tetrahydropyrimido[1,2-a]benzimidazol-6-yl](cyclopropyl)methanol (120.0 mg, 0.284 mmol) in pyridine (0.5 mL) was added acetic anhydride (0.3 mL) at 0° C. The reaction mixture was stirred at room temperature for 7 hrs. The mixture was concentrated. The residue was neutralized with aqueous saturated sodium hydrogen carbonate and extracted with ethyl acetate (×3). The combined organic layer was washed with brine (×1), dried over anhydrous ma... Starting materials: ClC1=CC=C(C=2N3C(=NC21)N(CCC3)C3=C(C=C(C=C3)Cl)Cl)C(O)C3CC3 ([9-chloro-1-(2,4-dichlorophenyl)-1,2,3,4-tetrahydropyrimido[1,2-a]benzimidazol-6-yl](cyclopropyl)methanol), C(C)(=O)OC(C)=O (acetic anhydride). Conditions: time 7 hour. Product: C(C)(=O)OC(C1CC1)C1=CC=C(C2=C1N1C(=N2)N(CCC1)C1=C(C=C(C=C1)Cl)Cl)Cl ([9-Chloro-1-(2,4-dichlorophenyl)-1,2,3,4-tetrahydropyrimido[1,2-a]benzimidazol-6-yl](cyclopropyl)methyl acetate). RXN SMILES: [Cl:1][C:2]1[C:10]2[N:9]=[C:8]3[N:11]([C:15]4[CH:20]=[CH:19][C:18]([Cl:21])=[CH:17][C:16]=4[Cl:22])[CH2:12][CH2:13][CH2:14][N:7]3[C:6]=2[C:5]([CH:23]([CH:25]2[CH2:27][CH2:26]2)[OH:24])=[CH:4][CH:3]=1.[C:28](OC(=O)C)(=[O:30])[CH3:29]>N1C=CC=CC=1>[C:28]([O:24][CH:23]([C:5]1[C:6]2[N:7]3[CH2:14][CH2:13][CH2:12][N:11]([C:15]4[CH:20]=[CH:19][C:18]([Cl:21])=[CH:17][C:16]=4[Cl:22])[C:8]3=[N:9][C:10]=2[C:2]([Cl:1])=[CH:3][CH:4]=1)[CH:25]1[CH2:27][CH2:26]1)(=[O:30])[CH3:29]. Solvent: N1=CC=CC=C1 (pyridine). The yield is 72.0%. Starting materials: Cl.CC(C)C1=CC2=C(N=CN=C2OC2CCC(CC2)N)S1 (4-[[6-(propan-2-yl)thieno[2,3-d]pyrimidin-4-yl]oxy]cyclohexan-1-amine hydrochloride), O(C[*:2])[*:1] (polyoxymethylene). Solvent: C(=O)O (formic acid). Conditions: temperature 110 celsius, time 8 hour. The product is CC(C)C1=CC2=C(N=CN=C2OC2CCC(CC2)N)S1 (4-[[6-(propan-2-yl)thieno[2,3-d]pyrimidin-4-yl]oxy]cyclohexan-1-amine). Yield: 12.9%. RXN SMILES: Cl.[CH3:2][CH:3]([C:5]1[S:21][C:8]2[N:9]=[CH:10][N:11]=[C:12]([O:13][CH:14]3[CH2:19][CH2:18][CH:17]([NH2:20])[CH2:16][CH2:15]3)[C:7]=2[CH:6]=1)[CH3:4]>C(O)=O>[CH3:4][CH:3]([C:5]1[S:21][C:8]2[N:9]=[CH:10][N:11]=[C:12]([O:13][CH:14]3[CH2:19][CH2:18][CH:17]([NH2:20])[CH2:16][CH2:15]3)[C:7]=2[CH:6]=1)[CH3:2] |f:0.1|. Reported procedure: A 100-mL round-bottom flask was charged with 4-[[6-(propan-2-yl)thieno[2,3-d]pyrimidin-4-yl]oxy]cyclohexan-1-amine hydrochloride (1.0 g, 3.05 mmol, 1.00 equiv), formic acid (20 mL) and polyoxymethylene (0.9 g). The resulting solution was stirred overnight at 110° C. The resulting mixture was concentrated under vacuum. The resulting solution was diluted with 100 mL of water. The pH value of the solution was adjusted to 10 with 3N sodium hydroxide. The resulting solution was extracted with 3×100 m... Starting materials: COc1ccccc1-c1ccc2cnc(S(C)=O)nn12, COCC(C)O, CCN(C(C)C)C(C)C, Nc1cccc(C(=O)N2CCOCC2)c1. Product: COc1ccccc1-c1ccc2cnc(Nc3cccc(C(=O)N4CCOCC4)c3)nn12. Reaction SMILES: [CH3:1][S:2](=[O:3])[c:4]1[n:5][n:6]2[c:7]([cH:8][n:9]1)[cH:10][cH:11][c:12]2-[c:13]1[c:14]([O:19][CH3:20])[cH:15][cH:16][cH:17][cH:18]1.[CH3:45][O:46][CH2:47][CH:48]([OH:49])[CH3:50].[CH:21]([N:22]([CH2:23][CH3:24])[CH:25]([CH3:26])[CH3:27])([CH3:28])[CH3:29].[NH2:30][c:31]1[cH:32][c:33]([C:37](=[O:38])[N:39]2[CH2:40][CH2:41][O:42][CH2:43][CH2:44]2)[cH:34][cH:35][cH:36]1>>[c:4]1([NH:30][c:31]2[cH:32][c:33]([C:37](=[O:38])[N:39]3[CH2:40][CH2:41][O:42][CH2:43][CH2:44]3)[cH:34][cH:35][cH:36]2)[n:5][n:6]2[c:7]([cH:8][n:9]1)[cH:10][cH:11][c:12]2-[c:13]1[c:14]([O:19][CH3:20])[cH:15][cH:16][cH:17][cH:18]1. The reactants are BrC1=C(C=CC(=C1)F)C1N=C(NC(=C1C(=O)OCC)C)C=1SC=C(N1)CC(=O)NC (Ethyl 4-(2-bromo-4-fluorophenyl)-6-methyl-2-(4-(2-(methylamino)-2-oxoethyl)thiazol-2-yl)-1,4-dihydropyrimidine-5-carboxylate), C1CC(=O)N(C1=O)Br (NBS). Product: BrC1=C(C=CC(=C1)F)C1N=C(NC(=C1C(=O)OCC)CBr)C=1SC=C(N1)CC(=O)NC (Ethyl 4-(2-bromo-4-fluorophenyl)-6-(bromomethyl)-2-(4-(2-(methylamino)-2-oxoethyl)thiazol-2-yl)-1,4-dihydropyrimidine-5-carboxylate). Yield: 54.9%. Reaction SMILES: [Br:1][C:2]1[CH:7]=[C:6]([F:8])[CH:5]=[CH:4][C:3]=1[CH:9]1[C:14]([C:15]([O:17][CH2:18][CH3:19])=[O:16])=[C:13]([CH3:20])[NH:12][C:11]([C:21]2[S:22][CH:23]=[C:24]([CH2:26][C:27]([NH:29][CH3:30])=[O:28])[N:25]=2)=[N:10]1.C1C(=O)N([Br:38])C(=O)C1>>[Br:1][C:2]1[CH:7]=[C:6]([F:8])[CH:5]=[CH:4][C:3]=1[CH:9]1[C:14]([C:15]([O:17][CH2:18][CH3:19])=[O:16])=[C:13]([CH2:20][Br:38])[NH:12][C:11]([C:21]2[S:22][CH:23]=[C:24]([CH2:26][C:27]([NH:29][CH3:30])=[O:28])[N:25]=2)=[N:10]1. Reported procedure: Ethyl 4-(2-bromo-4-fluorophenyl)-6-methyl-2-(4-(2-(methylamino)-2-oxoethyl)thiazol-2-yl)-1,4-dihydropyrimidine-5-carboxylate (1 g, 2 mmol) was reacted with NBS (0.39 g, 2.2 mmol) according to the procedure as described in Example 1, Step B to give the title compound as a yellow solid (0.63 g, 55%). The compound was characterized by the following spectroscopic data: Reactants: 36, FC1=CC=C(C(=O)C2CCN(CC2)CCCCN2C(NC3=CC(=CC=C3C2=O)[N+](=O)[O-])=S)C=C1 (3-[4-[4-(4-fluorobenzoyl)-1-piperidinyl]butyl]-2,3-dihydro-7-nitro-2-thioxo-4(1H)-quinazolinone), [OH-].[K+] (potassium hydroxide), O (water), OO (hydrogen peroxide). Solvent: C(C)(=O)O (acetic acid), C(C)O (ethanol). Reaction conditions: time 8 hour. Product: 31, FC1=CC=C(C(=O)C2CCN(CC2)CCCCN2C(NC3=CC(=CC=C3C2=O)[N+](=O)[O-])=O)C=C1 (3-[4-[4-(4-fluorobenzoyl)-1-piperidinyl]butyl]-7-nitro-2,4(1H,3H)-quinazolinedione). The yield is 88.0%. Reaction SMILES: [F:1][C:2]1[CH:34]=[CH:33][C:5]([C:6]([CH:8]2[CH2:13][CH2:12][N:11]([CH2:14][CH2:15][CH2:16][CH2:17][N:18]3[C:27](=[O:28])[C:26]4[C:21](=[CH:22][C:23]([N+:29]([O-:31])=[O:30])=[CH:24][CH:25]=4)[NH:20][C:19]3=S)[CH2:10][CH2:9]2)=[O:7])=[CH:4][CH:3]=1.[OH-:35].[K+].O.OO>C(O)C.C(O)(=O)C>[F:1][C:2]1[CH:34]=[CH:33][C:5]([C:6]([CH:8]2[CH2:13][CH2:12][N:11]([CH2:14][CH2:15][CH2:16][CH2:17][N:18]3[C:27](=[O:28])[C:26]4[C:21](=[CH:22][C:23]([N+:29]([O-:31])=[O:30])=[CH:24][CH:25]=4)[NH:20][C:19]3=[O:35])[CH2:10][CH2:9]2)=[O:7])=[CH:4][CH:3]=1 |f:1.2|. Reported procedure: To a stirred mixture of 36 parts of 3-[4-[4-(4-fluorobenzoyl)-1-piperidinyl]butyl]-2,3-dihydro-7-nitro-2-thioxo-4(1H)-quinazolinone, 700 parts of a potassium hydroxide solution in ethanol 5% and 150 parts of water were added 500 parts of a hydrogen peroxide solution 3% at room temperature. The whole was stirred overnight at room temperature. The mixture was neutralized with acetic acid. The product was filtered off, washed with water and 2-propanol and stirred in 2,2'-oxybispropane and thrichlor... Starting materials: C1(=CC=CC=C1)C1=NCC=2N(C3=C1C=C(C=C3)Cl)C(=NN2)C=O (6-phenyl-8-chloro-4H-s-triazolo[4,3-a][1,4]benzodiazepine-1-carboxaldehyde), [C-]#N.[Na+] (sodium cyanide), C(C)(=O)O (acetic acid). Reagents/catalysts: [O-2].[O-2].[Mn+4] (manganese dioxide). The solvent is CO (methanol), CO (methanol). Yields the product COC(=O)C1=NN=C2N1C1=C(C(=NC2)C2=CC=CC=C2)C=C(C=C1)Cl (6-phenyl-8-chloro-4H-s-triazolo[4,3-a] [1,4]benzodiazepine-1-carboxylic acid methyl ester). RXN SMILES: [C:1]1([C:7]2[C:13]3[CH:14]=[C:15]([Cl:18])[CH:16]=[CH:17][C:12]=3[N:11]3C(C=O)=[N:20][N:21]=[C:10]3[CH2:9][N:8]=2)[CH:6]=[CH:5][CH:4]=[CH:3][CH:2]=1.[C-:24]#N.[Na+].[C:27]([OH:30])(=[O:29])[CH3:28]>CO.[O-2].[O-2].[Mn+4]>[CH3:24][O:29][C:27]([C:28]1[N:11]2[C:12]3[CH:17]=[CH:16][C:15]([Cl:18])=[CH:14][C:13]=3[C:7]([C:1]3[CH:2]=[CH:3][CH:4]=[CH:5][CH:6]=3)=[N:8][CH2:9][C:10]2=[N:21][N:20]=1)=[O:30] |f:1.2,5.6.7|. Procedure details: A mixture of 1.62 g (0.005 mole) of 6-phenyl-8-chloro-4H-s-triazolo[4,3-a][1,4]benzodiazepine-1-carboxaldehyde [cp. Example 1 a)], 20 ml of methanol, 1.225 g (0.025 mole) of sodium cyanide, 8.70 g (0.10 mole) of manganese dioxide and 0.40 g of glacial acetic acid is stirred for 16 hours at 25°. The reaction mixture is diluted with methanol, filtered through a layer of kieselguhr and the filtrate concentrated by evaporation. The residue is dissolved in methylene chloride, this solution washed wit... The reactants are ClC1=NC(=CC(=C1)C1=CN(C2=NC=CC=C21)S(=O)(=O)C2=CC=CC=C2)Cl (3-(2,6-dichloropyridin-4-yl)-1-(phenyl sulfonyl)-1H-pyrrolo[2,3-b]pyridine), NCCC=1C=C(C=CC1)O (3-(2-aminoethyl)phenol), Cl (HCl), C(C)(C)N(CC)C(C)C (diisopropylethylamine). Solvent: C(C)#N (acetonitrile), [Cl-].[Na+].O (brine). Run at temperature 60 celsius. Product: ClC1=CC(=CC(=N1)NCCC=1C=C(C=CC1)O)C1=CNC2=NC=CC=C21 (3-(2-{[6-chloro-4-(1H-pyrrolo[2,3-b]pyridin-3-yl)pyridin-2-yl]amino}ethyl)phenol). As a reaction SMILES: Cl[C:2]1[CH:7]=[C:6]([C:8]2[C:16]3[C:11](=[N:12][CH:13]=[CH:14][CH:15]=3)[N:10](S(C3C=CC=CC=3)(=O)=O)[CH:9]=2)[CH:5]=[C:4]([Cl:26])[N:3]=1.[NH2:27][CH2:28][CH2:29][C:30]1[CH:31]=[C:32]([OH:36])[CH:33]=[CH:34][CH:35]=1.Cl.C(N(C(C)C)CC)(C)C>C(#N)C.[Cl-].[Na+].O>[Cl:26][C:4]1[N:3]=[C:2]([NH:27][CH2:28][CH2:29][C:30]2[CH:31]=[C:32]([OH:36])[CH:33]=[CH:34][CH:35]=2)[CH:7]=[C:6]([C:8]2[C:16]3[C:11](=[N:12][CH:13]=[CH:14][CH:15]=3)[NH:10][CH:9]=2)[CH:5]=1 |f:5.6.7|. Procedure details: A mixture of Example 7a (75.0 mg, 0.186 mmol), 3-(2-aminoethyl)phenol.HCl (0.250 g, 1.44 mmol), and diisopropylethylamine (0.52 mL, 2.97 mmol) in acetonitrile (0.6 mL) was heated in a Biotage microwave reactor at 160° C. for 30 minutes. The reaction mixture was treated with 20% brine and extracted with EtOAc (2×). The combined organic layers were washed with 20% brine, dried over MgSO4, filtered, and concentrated. The crude was dissolved in dioxane (1.3 mL) and treated with 20% NaOH (0.12 mL). T... Reactants: Cc1occc1Br, CCC(CC)c1cc(C)nn2c(I)c(C)nc12, C1CCOC1, [Li]CCCC, [Cl-], [NH4+]. The product is CCC(CC)c1cc(C)nn2c(-c3ccoc3C)c(C)nc12. As a reaction SMILES: [Br:1][c:2]1[c:3]([CH3:7])[o:4][cH:5][cH:6]1.[CH2:13]([CH3:14])[CH:15]([CH2:16][CH3:17])[c:18]1[c:19]2[n:20]([n:21][c:22]([CH3:24])[cH:23]1)[c:25]([I:29])[c:26]([CH3:28])[n:27]2.[CH2:32]1[O:33][CH2:34][CH2:35][CH2:36]1.[CH3:8][CH2:9][CH2:10][CH2:11][Li:12].[Cl-:30].[NH4+:31]>>[c:2]1(-[c:25]2[n:20]3[c:19]([c:18]([CH:15]([CH2:13][CH3:14])[CH2:16][CH3:17])[cH:23][c:22]([CH3:24])[n:21]3)[n:27][c:26]2[CH3:28])[c:3]([CH3:7])[o:4][cH:5][cH:6]1.